Task: describe an organic reaction: reactants, conditions, products, and yield. Dataset: the Open Reaction Database (ORD), a public repository of structured organic reaction records Reactants: COC1=C2C=CC=C(C2=CC=C1)CN(CCC(C)C)CCC(C)C ((5-methoxynaphthalen-1-ylmethyl)-bis-(3-methylbutyl)amine), ClC1=NC=C(C=C1)C#N (2-chloro-5-cyanopyridine). Product: CC(CCN(CCC(C)C)CC1=C2C=CC=C(C2=CC=C1)OC1=NC=C(C#N)C=C1)C (6-(5-{[Bis-(3-methylbutyl)amino]methyl}naphthalen-1-yloxy)-nicotinonitrile). RXN SMILES: [CH3:1][O:2][C:3]1[CH:12]=[CH:11][CH:10]=[C:9]2[C:4]=1[CH:5]=[CH:6][CH:7]=[C:8]2[CH2:13][N:14]([CH2:20][CH2:21][CH:22]([CH3:24])[CH3:23])[CH2:15][CH2:16][CH:17]([CH3:19])[CH3:18].ClC1[CH:31]=[CH:30][C:29]([C:32]#[N:33])=[CH:28][N:27]=1>>[CH3:23][CH:22]([CH3:24])[CH2:21][CH2:20][N:14]([CH2:13][C:8]1[CH:7]=[CH:6][CH:5]=[C:4]2[C:9]=1[CH:10]=[CH:11][CH:12]=[C:3]2[O:2][C:1]1[CH:31]=[CH:30][C:29]([C:32]#[N:33])=[CH:28][N:27]=1)[CH2:15][CH2:16][CH:17]([CH3:18])[CH3:19]. Procedure details: Using the procedure outlined in Preparation 14 and Preparation 15, (5-methoxynaphthalen-1-ylmethyl)-bis-(3-methylbutyl)amine (Preparation 29) and 2-chloro-5-cyanopyridine were converted to the title compound: RT=2.93 min; m/z (ES+)=416.8 [M+H]+. Starting materials: CC(C)(C)OC(=O)N1CCN(c2cccc(CS(=O)(=O)C=C3CN(C(c4ccc(Cl)cc4)c4ccc(Cl)cc4)C3)c2)CC1, O=CO. Product: O=S(=O)(C=C1CN(C(c2ccc(Cl)cc2)c2ccc(Cl)cc2)C1)Cc1cccc(N2CCNCC2)c1. As a reaction SMILES: [C:1]([O:2][C:3](=[O:4])[N:8]1[CH2:9][CH2:10][N:11]([c:14]2[cH:15][c:16]([CH2:20][S:21](=[O:22])(=[O:23])[CH:24]=[C:25]3[CH2:26][N:27]([CH:29]([c:30]4[cH:31][cH:32][c:33]([Cl:36])[cH:34][cH:35]4)[c:37]4[cH:38][cH:39][c:40]([Cl:43])[cH:41][cH:42]4)[CH2:28]3)[cH:17][cH:18][cH:19]2)[CH2:12][CH2:13]1)([CH3:5])([CH3:6])[CH3:7].[CH:44]([OH:45])=[O:46]>>[NH:8]1[CH2:9][CH2:10][N:11]([c:14]2[cH:15][c:16]([CH2:20][S:21](=[O:22])(=[O:23])[CH:24]=[C:25]3[CH2:26][N:27]([CH:29]([c:30]4[cH:31][cH:32][c:33]([Cl:36])[cH:34][cH:35]4)[c:37]4[cH:38][cH:39][c:40]([Cl:43])[cH:41][cH:42]4)[CH2:28]3)[cH:17][cH:18][cH:19]2)[CH2:12][CH2:13]1.